Dataset: the Open Reaction Database (ORD), a public repository of structured organic reaction records. Task: describe an organic reaction: reactants, conditions, products, and yield Reaction SMILES: [C:1]([O:4][CH:5]1[N:8](C(C(OC)=O)=C(C)C)[C:7](=[O:17])[CH:6]1[NH:18][C:19](=[O:27])[CH2:20][C:21]1[CH:26]=[CH:25][CH:24]=[CH:23][CH:22]=1)(=[O:3])[CH3:2].N1C=CC=CC=1.[Mn]([O-])(=O)(=O)=O.[K+].S([O-])([O-])(=O)=S.[Na+].[Na+]>CN(C)C=O.O>[C:1]([O:4][CH:5]1[NH:8][C:7](=[O:17])[CH:6]1[NH:18][C:19](=[O:27])[CH2:20][C:21]1[CH:26]=[CH:25][CH:24]=[CH:23][CH:22]=1)(=[O:3])[CH3:2] |f:2.3,4.5.6|. The product is C(C)(=O)OC1C(C(N1)=O)NC(CC1=CC=CC=C1)=O (4-acetoxy-3-phenylacetamidoazetidin-2-one). Conditions: temperature 0 celsius, time 1 hour. Yield: 19.0%. Starting materials: C(C)(=O)OC1C(C(N1C(=C(C)C)C(=O)OC)=O)NC(CC1=CC=CC=C1)=O (4-acetoxy-1-(1-methoxycarbonyl-2-methylprop-1-enyl)-3-phenylacetamidoazetidin-2-one), N1=CC=CC=C1 (pyridine), solid, [Mn](=O)(=O)(=O)[O-].[K+] (potassium permanganate), S(=S)(=O)([O-])[O-].[Na+].[Na+] (sodium thiosulfate). Run in CN(C=O)C (dimethylformamide), O (water). Procedure details: To a stirred solution of 4-acetoxy-1-(1-methoxycarbonyl-2-methylprop-1-enyl)-3-phenylacetamidoazetidin-2-one (709 mg, 1.9 mmol [R. J. Stoodley and N. R. Whitehouse, J. Chem. Soc., Perkin I, 32 (1973).] in 5 ml dimethylformamide, 5 ml pyridine and 1 ml water at 0° C. in an ice-water bath is added 497 mg (3.15 mmol) solid potassium permanganate. The mixture is stirred at 0° C. under a nitrogen atmosphere for 1.0 hour. The mixture is treated with sufficient aqueous sodium thiosulfate to destroy the... Reactants: C(#N)C=1C=C(C=CC1)C1=CC=NC=2N1N=CC2 (7-(m-cyanophenyl)pyrazolo[1,5-a]pyrimidine), C(C)(=O)O.Cl (acetic acid hydrochloric acid). Yields the product C(=O)(O)C=1C=C(C=CC1)C1=CC=NC=2N1N=CC2 (7-(m-carboxyphenyl)pyrazolo[1,5-a]pyrimidine). RXN SMILES: [C:1]([C:3]1[CH:4]=[C:5]([C:9]2[N:14]3[N:15]=[CH:16][CH:17]=[C:13]3[N:12]=[CH:11][CH:10]=2)[CH:6]=CC=1)#N.[C:18]([OH:21])(=[O:20])[CH3:19].Cl>>[C:18]([C:19]1[CH:6]=[C:5]([C:9]2[N:14]3[N:15]=[CH:16][CH:17]=[C:13]3[N:12]=[CH:11][CH:10]=2)[CH:4]=[CH:3][CH:1]=1)([OH:21])=[O:20] |f:1.2|. Procedure: A sample of 7-(m-cyanophenyl)pyrazolo[1,5-a]pyrimidine is heated with acetic acid-hydrochloric acid to give 7-(m-carboxyphenyl)pyrazolo[1,5-a]pyrimidine. The preceding compound is heated with sulfur tetrafluoride for 20 hours at 150° C. to give the product of the example, m.p. 104°-106° C. Starting materials: c1(ccccc1)CN, [Al-](OCCOC)OCCOC.[Na+], C1CN(C[C@@H](C1=O)O)S(=O)(=O)C. Reagents/catalysts: c1ccc(cc1)-c2c3ccccc3cc4ccccc24 (9-Phenylanthracene), CC(C)[O-].CC(C)[O-].CC(C)[O-].CC(C)[O-].[Ti+4] (Ti(OiPr)4). Conditions: temperature 25 celsius, time 18 hour. Product: CS(=O)(=O)N1CC[C@@H](N)[C@@H](O)C1. Reaction SMILES: [CH3:1][S:2]([N:5]1[CH2:11][C@H:9]([OH:10])[C:8](=O)[CH2:7][CH2:6]1)(=[O:4])=[O:3].[NH2:12]Cc1ccccc1.[Na+].COCCO[AlH2-]OCCOC>>[CH3:1][S:2]([N:5]1[CH2:11][C@H:9]([OH:10])[C@H:8]([NH2:12])[CH2:7][CH2:6]1)(=[O:4])=[O:3].